Dataset: the Open Reaction Database (ORD), a public repository of structured organic reaction records. Task: describe an organic reaction: reactants, conditions, products, and yield The reactants are C(C)(C)(C)OC(CC1(CN(CC1C)CC1=C(C=CC=C1Cl)Cl)C(=O)NC1CCN(CC1)C(=O)OC(C)(C)C)=O (tert-Butyl 4-[(3RS,4SR)-3-[2-(tert-butoxy)-2-oxoethyl]-1-[(2,6-dichlorophenyl)methyl]-4-methylpyrrolidin-3-amido]piperidine-1-carboxylate). Solvent: CCCCCC.C(C)O (hexane ethanol). Product: C(C)(C)(C)OC(C[C@@]1(CN(C[C@H]1C)CC1=C(C=CC=C1Cl)Cl)C(=O)NC1CCN(CC1)C(=O)OC(C)(C)C)=O (tert-Butyl 4-[(3R*,4S*)-3-[2-(tert-butoxy)-2-oxoethyl]-1-[(2,6-dichlorophenyl)methyl]-4-methylpyrrolidin-3-amido]piperidine-1-carboxylate). RXN SMILES: [C:1]([O:5][C:6](=[O:39])[CH2:7][C:8]1([C:23]([NH:25][CH:26]2[CH2:31][CH2:30][N:29]([C:32]([O:34][C:35]([CH3:38])([CH3:37])[CH3:36])=[O:33])[CH2:28][CH2:27]2)=[O:24])[CH:12]([CH3:13])[CH2:11][N:10]([CH2:14][C:15]2[C:20]([Cl:21])=[CH:19][CH:18]=[CH:17][C:16]=2[Cl:22])[CH2:9]1)([CH3:4])([CH3:3])[CH3:2]>CCCCCC.C(O)C>[C:1]([O:5][C:6](=[O:39])[CH2:7][C@@:8]1([C:23]([NH:25][CH:26]2[CH2:27][CH2:28][N:29]([C:32]([O:34][C:35]([CH3:38])([CH3:37])[CH3:36])=[O:33])[CH2:30][CH2:31]2)=[O:24])[C@H:12]([CH3:13])[CH2:11][N:10]([CH2:14][C:15]2[C:20]([Cl:21])=[CH:19][CH:18]=[CH:17][C:16]=2[Cl:22])[CH2:9]1)([CH3:4])([CH3:2])[CH3:3] |f:1.2|. Procedure details: tert-Butyl 4-[(3RS,4SR)-3-[2-(tert-butoxy)-2-oxoethyl]-1-[(2,6-dichlorophenyl)methyl]-4-methylpyrrolidin-3-amido]piperidine-1-carboxylate obtained in Example 5a (2.04 g, 3.49 mmol) was optically resolved repeatedly by HPLC (CHIRALPAK IA (3 cm diameter×25 cm), elution solvent: hexane/ethanol=94/6, flow rate: 22 ml/min.) to give the title compound (a chiral form corresponding to the peak with a shorter retention time) (859 mg, 42.1%) and the optical isomer (a chiral form corresponding to the peak ... The reactants are C(=O)C(CC(=O)OC)CC (methyl 3-formylpentanoate), C1(=CC=CC=C1)CCN (2-phenylethylamine). Solvent: C(C)(=O)O (acetic acid). Product: C(C)C1=CC(N(C1)CCC1=CC=CC=C1)=O (4-Ethyl-1-phenethyl-1H-pyrrol-2(5H)-one). As a reaction SMILES: [CH:1]([CH:3]([CH2:9][CH3:10])[CH2:4][C:5]([O:7]C)=O)=O.[C:11]1([CH2:17][CH2:18][NH2:19])[CH:16]=[CH:15][CH:14]=[CH:13][CH:12]=1>C(O)(=O)C>[CH2:9]([C:3]1[CH2:1][N:19]([CH2:18][CH2:17][C:11]2[CH:16]=[CH:15][CH:14]=[CH:13][CH:12]=2)[C:5](=[O:7])[CH:4]=1)[CH3:10]. Reported procedure: 4-Ethyl-1-phenethyl-1H-pyrrol-2(5H)-one is synthesized by a cyclocondensation between methyl 3-formylpentanoate and 2-phenylethylamine in glacial acetic acid at 70° C. according to a procedure of R. Fisher (DE 4127111, 1992)